This data is from the Open Reaction Database (ORD), a public repository of structured organic reaction records. The task is: describe an organic reaction: reactants, conditions, products, and yield Starting materials: ClC=1C=C(C(N(N1)C)=O)NC1=NC=C(C=C1)C(=O)N1[C@@H](COCC1)C (6-Chloro-2-methyl-4-[(5-{[(3R)-3-methylmorpholin-4-yl]carbonyl}pyridin-2-yl)amino]-2,3-dihydropyridazin-3-one), C(C)(=O)OCC=1C(=NC=CC1B(O)O)N1C(C2=CC=3CC(CC3N2CC1)(C)C)=O ({3-[(Acetyloxy)methyl]-2-{4,4-dimethyl-9-oxo-1,10-diazatricyclo[6.4.0.02,6]dodeca-2(6),7-dien-10-yl}pyridin-4-yl}boronic Acid), [O-]P(=O)([O-])[O-].[K+].[K+].[K+] (K3PO4), C(C)(=O)[O-].[Na+] (sodium acetate). Reagents/catalysts: C1=CC=C(C=C1)P([C-]2C=CC=C2)C3=CC=CC=C3.C1=CC=C(C=C1)P([C-]2C=CC=C2)C3=CC=CC=C3.Cl[Pd]Cl.[Fe+2] (1,1′-bis(diphenylphosphino)ferrocenedichloropalladium(II)). The solvent is O (water), C(C)#N (acetonitrile). Run at temperature 100 celsius. Yields the product C(C)(=O)OCC=1C(=NC=CC1C1=NN(C(C(=C1)NC1=NC=C(C=C1)C(=O)N1[C@@H](COCC1)C)=O)C)N1C(C2=CC=3CC(CC3N2CC1)(C)C)=O ((2-{4,4-Dimethyl-9-oxo-1,10-diazatricyclo[6.4.0.02,6]dodeca-2(6),7-dien-10-yl}-4-{1-methyl-5-[(5-{[(3R)-3-methylmorpholin-4-yl]carbonyl}pyridin-2-yl)amino]-6-oxo-1,6-dihydropyridazin-3-yl}pyridin-3-yl)methyl Acetate). Isolated yield 36.7%. As a reaction SMILES: Cl[C:2]1[CH:3]=[C:4]([NH:10][C:11]2[CH:16]=[CH:15][C:14]([C:17]([N:19]3[CH2:24][CH2:23][O:22][CH2:21][C@H:20]3[CH3:25])=[O:18])=[CH:13][N:12]=2)[C:5](=[O:9])[N:6]([CH3:8])[N:7]=1.[C:26]([O:29][CH2:30][C:31]1[C:32]([N:40]2[CH2:51][CH2:50][N:49]3[C:42](=[CH:43][C:44]4[CH2:45][C:46]([CH3:53])([CH3:52])[CH2:47][C:48]=43)[C:41]2=[O:54])=[N:33][CH:34]=[CH:35][C:36]=1B(O)O)(=[O:28])[CH3:27].[O-]P([O-])([O-])=O.[K+].[K+].[K+].C([O-])(=O)C.[Na+]>C1C=CC(P(C2C=CC=CC=2)[C-]2C=CC=C2)=CC=1.C1C=CC(P(C2C=CC=CC=2)[C-]2C=CC=C2)=CC=1.Cl[Pd]Cl.[Fe+2].O.C(#N)C>[C:26]([O:29][CH2:30][C:31]1[C:32]([N:40]2[CH2:51][CH2:50][N:49]3[C:42](=[CH:43][C:44]4[CH2:45][C:46]([CH3:53])([CH3:52])[CH2:47][C:48]=43)[C:41]2=[O:54])=[N:33][CH:34]=[CH:35][C:36]=1[C:2]1[CH:3]=[C:4]([NH:10][C:11]2[CH:16]=[CH:15][C:14]([C:17]([N:19]3[CH2:24][CH2:23][O:22][CH2:21][C@H:20]3[CH3:25])=[O:18])=[CH:13][N:12]=2)[C:5](=[O:9])[N:6]([CH3:8])[N:7]=1)(=[O:28])[CH3:27] |f:2.3.4.5,6.7,8.9.10.11|. Reported procedure: A 100-mL single-neck round-bottomed flask equipped with a magnetic stirrer and a reflux condenser was charged with 248b (364 mg, 1.0 mmol), {3-[(acetoxy)methyl]-2-{4,4-dimethyl-9-oxo-1,10-diazatricyclo[6.4.0.02,6]dodeca-2(6),7-dien-10-yl}pyridin-4-yl}boronic acid 199e (596 mg, 1.5 mmol), K3PO4 (424 mg, 2.0 mmol), 1,1′-bis(diphenylphosphino)ferrocenedichloropalladium(II) (73 mg, 0.10 mmol), sodium acetate (164 mg, 2.0 mmol), acetonitrile (10 mL), and water (0.5 mL). After three cycles of vacuum/a... Run at temperature 0 celsius. Product: C(C)(C)(C)OC(N(C)[C@@H]1CC[C@H](CC1)CCCCC(N(CC)CC)=O)=O (trans-[4-(4-Diethylcarbamoyl-butyl)-cyclohexyl]-methyl-carbamic acid tert-butyl ester). Reactants: C(C)(C)(C)OC(=O)N([C@@H]1CC[C@H](CC1)CCCCC(=O)O)C (trans-5-[4-(tert-Butoxycarbonyl-methyl-amino)-cyclohexyl]-pentanoic acid), C(C)NCC (diethylamine), CN1CCOCC1 (NMM), CCN=C=NCCCN(C)C (EDCI), C=1C=CC2=C(C1)N=NN2O (HOBT). The solvent is C(Cl)Cl (CH2Cl2). Procedure: To 1 g (3.19 mmol) trans-5-[4-(tert-Butoxycarbonyl-methyl-amino)-cyclohexyl]-pentanoic acid in 37 ml CH2Cl2 was added 0.5 ml (4.8 mmol, 1.5 eq) diethylamine and 0.53 ml (4.79 mmol, 1.5 eq) NMM. The solution was cooled to 0° C. and 795 mg (4.15 mmol, 1.3 eq) EDCI and 98 mg (6.4 mmol) HOBT were added. The mixture was stirred at RT over night, partitioned between CH2Cl2 and a saturated aqueous solution of NaHCO3. The organic phase was washed with KHSO4 and brine, dried over Na2SO4 and evaporated. C... RXN SMILES: [C:1]([O:5][C:6]([N:8]([CH3:22])[C@H:9]1[CH2:14][CH2:13][C@H:12]([CH2:15][CH2:16][CH2:17][CH2:18][C:19]([OH:21])=O)[CH2:11][CH2:10]1)=[O:7])([CH3:4])([CH3:3])[CH3:2].[CH2:23]([NH:25][CH2:26][CH3:27])[CH3:24].CN1CCOCC1.CCN=C=NCCCN(C)C.C1C=CC2N(O)N=NC=2C=1>C(Cl)Cl>[C:1]([O:5][C:6](=[O:7])[N:8]([C@H:9]1[CH2:10][CH2:11][C@H:12]([CH2:15][CH2:16][CH2:17][CH2:18][C:19](=[O:21])[N:25]([CH2:26][CH3:27])[CH2:23][CH3:24])[CH2:13][CH2:14]1)[CH3:22])([CH3:2])([CH3:3])[CH3:4]. The yield is 89.3%.